Dataset: the Open Reaction Database (ORD), a public repository of structured organic reaction records. Task: describe an organic reaction: reactants, conditions, products, and yield Starting materials: [BH4-], O=C(c1cc(Cl)cc(Cl)c1)N1CCC(N(Cc2ccnc3ccccc23)C(=O)C(F)(F)F)CC1Cc1ccccc1, [Na+]. The product is O=C(c1cc(Cl)cc(Cl)c1)N1CCC(NCc2ccnc3ccccc23)CC1Cc1ccccc1. RXN SMILES: [BH4-:42].[CH2:1]([c:2]1[cH:3][cH:4][cH:5][cH:6][cH:7]1)[CH:8]1[N:9]([C:32]([c:33]2[cH:34][c:35]([Cl:40])[cH:36][c:37]([Cl:39])[cH:38]2)=[O:41])[CH2:10][CH2:11][CH:12]([N:14]([C:15](=[O:16])[C:17]([F:18])([F:19])[F:20])[CH2:21][c:22]2[cH:23][cH:24][n:25][c:26]3[cH:27][cH:28][cH:29][cH:30][c:31]23)[CH2:13]1.[Na+:43]>>[CH2:1]([c:2]1[cH:3][cH:4][cH:5][cH:6][cH:7]1)[CH:8]1[N:9]([C:32]([c:33]2[cH:34][c:35]([Cl:40])[cH:36][c:37]([Cl:39])[cH:38]2)=[O:41])[CH2:10][CH2:11][CH:12]([NH:14][CH2:21][c:22]2[cH:23][cH:24][n:25][c:26]3[cH:27][cH:28][cH:29][cH:30][c:31]23)[CH2:13]1.